The task is: describe an organic reaction: reactants, conditions, products, and yield. This data is from the Open Reaction Database (ORD), a public repository of structured organic reaction records. Reactants: C(#N)CN(C1=C(C(=O)O)C=C(C=C1)OC)C1=CC=CC=C1 (2-[(cyanomethyl)phenylamino]-5-methoxybenzoic acid), C([O-])([O-])=O.[K+].[K+] (potassium carbonate), S(=O)(=O)(OC)OC (dimethyl sulfate). The solvent is C(C)#N (acetonitrile). Product: COC(C1=C(C=CC(=C1)OC)N(C1=CC=CC=C1)CC#N)=O (2-[(Cyanomethyl)phenylamino]-5-methoxybenzoic acid methyl ester). The yield is 68.8%. RXN SMILES: [C:1]([CH2:3][N:4]([C:16]1[CH:21]=[CH:20][CH:19]=[CH:18][CH:17]=1)[C:5]1[CH:13]=[CH:12][C:11]([O:14][CH3:15])=[CH:10][C:6]=1[C:7]([OH:9])=[O:8])#[N:2].[C:22](=O)([O-])[O-].[K+].[K+].S(OC)(OC)(=O)=O>C(#N)C>[CH3:22][O:8][C:7](=[O:9])[C:6]1[CH:10]=[C:11]([O:14][CH3:15])[CH:12]=[CH:13][C:5]=1[N:4]([CH2:3][C:1]#[N:2])[C:16]1[CH:21]=[CH:20][CH:19]=[CH:18][CH:17]=1 |f:1.2.3|. Procedure: A mixture of 7.1 g (0.025 mole) of 2-[(cyanomethyl)phenylamino]-5-methoxybenzoic acid [P. C. Unangst and M. E. Carethers, J. Heterocyclic Chem., 21, 709 (1974)], 4.0 g (0.029 mole) of anhydrous potassium carbonate, and 3.0 ml (4.0 g; 0.032 mole) of dimethyl sulfate in 200 ml of acetonitrile was stirred at reflux for 24 hours. The mixture was cooled and filtered, and the filter cake was washed several times with fresh acetonitrile. The combined filtrates were evaporated to an oil, which crystalli... Product: CC(C(=O)OC)C(CC)=O (methyl 2-methyl-3-oxopentanoate). Reported procedure: Methyl iodide (57 ml) and K2CO3 (127 g) were added to a solution of methyl propionylacetate (100 g) in acetone (800 ml) while cooling on ice. The reaction solution was stirred for 96 hours at room temperature and celite filtered, and then the mother liquor was slowly concentrated under reduced pressure and distilled under reduced pressure to obtain methyl 2-methyl-3-oxopentanoate. The solvent is CC(=O)C (acetone). Reaction SMILES: CI.[C:3]([O-])([O-])=O.[K+].[K+].[C:9]([CH2:13][C:14]([O:16][CH3:17])=[O:15])(=[O:12])[CH2:10][CH3:11]>CC(C)=O>[CH3:3][CH:13]([C:9](=[O:12])[CH2:10][CH3:11])[C:14]([O:16][CH3:17])=[O:15] |f:1.2.3|. Conditions: time 96 hour. The reactants are CI (Methyl iodide), C(=O)([O-])[O-].[K+].[K+] (K2CO3), C(CC)(=O)CC(=O)OC (methyl propionylacetate). Starting materials: CN1CCOCC1, CC(NC(=O)C(N)C(C)C)c1cc2cc(Cl)ccc2o1, ClCCl, CC(C)OC(=O)Cl, Cl, O. The product is CC(C)OC(=O)NC(C(=O)NC(C)c1cc2cc(Cl)ccc2o1)C(C)C. RXN SMILES: [CH3:1][N:2]1[CH2:3][CH2:4][O:5][CH2:6][CH2:7]1.[Cl:16][c:17]1[cH:18][cH:19][c:20]2[c:21]([cH:22][c:23]([CH:25]([CH3:26])[NH:27][C:28]([CH:29]([CH:30]([CH3:31])[CH3:32])[NH2:33])=[O:34])[o:24]2)[cH:35]1.[Cl:37][CH2:38][Cl:39].[Cl:8][C:9](=[O:10])[O:11][CH:12]([CH3:13])[CH3:14].[ClH:15].[OH2:36]>>[C:9](=[O:10])([O:11][CH:12]([CH3:13])[CH3:14])[NH:33][CH:29]([C:28]([NH:27][CH:25]([c:23]1[cH:22][c:21]2[c:20]([cH:19][cH:18][c:17]([Cl:16])[cH:35]2)[o:24]1)[CH3:26])=[O:34])[CH:30]([CH3:31])[CH3:32]. The reactants are N[C@@H]1CC[C@H](CC1)N1C(N(C2=C1C=CC(=C2)C#N)CC2=CC(=C(C=C2)OC)Cl)=O (1-(trans-4-aminocyclohexyl)-3-(3-chloro-4-methoxybenzyl)-5-cyano-2,3-dihydro-1H-benzimidazol-2-one), S(=O)(=O)(N)N (sulfamide). Run in COCCOC (ethylene glycol dimethyl ether). The product is NS(=O)(=O)N[C@@H]1CC[C@H](CC1)N1C(N(C2=C1C=CC(=C2)C#N)CC2=CC(=C(C=C2)OC)Cl)=O (1-(trans-4-aminosulfonamidocyclohexyl)-3-(3-chloro-4-methoxybenzyl)-5-cyano-2,3-dihydro-1H-benzimidazol-2-one). Yield: 38.2%. RXN SMILES: [NH2:1][C@H:2]1[CH2:7][CH2:6][C@H:5]([N:8]2[C:12]3[CH:13]=[CH:14][C:15]([C:17]#[N:18])=[CH:16][C:11]=3[N:10]([CH2:19][C:20]3[CH:25]=[CH:24][C:23]([O:26][CH3:27])=[C:22]([Cl:28])[CH:21]=3)[C:9]2=[O:29])[CH2:4][CH2:3]1.[S:30](N)([NH2:33])(=[O:32])=[O:31]>COCCOC>[NH2:33][S:30]([NH:1][C@H:2]1[CH2:7][CH2:6][C@H:5]([N:8]2[C:12]3[CH:13]=[CH:14][C:15]([C:17]#[N:18])=[CH:16][C:11]=3[N:10]([CH2:19][C:20]3[CH:25]=[CH:24][C:23]([O:26][CH3:27])=[C:22]([Cl:28])[CH:21]=3)[C:9]2=[O:29])[CH2:4][CH2:3]1)(=[O:32])=[O:31]. Procedure: A mixture of 1-(trans-4-aminocyclohexyl)-3-(3-chloro-4-methoxybenzyl)-5-cyano-2,3-dihydro-1H-benzimidazol-2-one (90 mg) and sulfamide (42 mg) in ethylene glycol dimethyl ether (3 mL) was refluxed overnight. The mixture was concentrated in vacuo, and the residue was partitioned between chloroform and water. The separated organic layer was washed with an aqueous saturated sodium chloride solution, dried over magnesium sulfate, and concentrated in vacuo. The residue was subjected to a preparative t... The reactants are FC(C(C#CC1=C(C=CC=C1)C)=O)(F)F (1,1,1-trifluoro-4-(methylphenyl)-3-butyn-2-one), Cl.S(N)(=O)(=O)C1=CC=C(C=C1)NN (4-sulfamylphenyl hydrazine hydrochloride), C(C)O (ethanol). Run in O (water). Yields the product CC1=CC=C(C=C1)C1=CC(=NN1C1=CC=C(C=C1)S(=O)(=O)N)C(F)(F)F (4-[5-(4-methylphenyl)-3-(trifluoromethyl)-1H-pyrazol-1-yl]benzenesulfonamide). RXN SMILES: [F:1][C:2]([F:15])([F:14])[C:3](=O)[C:4]#[C:5][C:6]1[CH:11]=[CH:10][CH:9]=[CH:8][C:7]=1C.Cl.[S:17]([C:21]1[CH:26]=[CH:25][C:24]([NH:27][NH2:28])=[CH:23][CH:22]=1)(=[O:20])(=[O:19])[NH2:18].[CH2:29](O)C>O>[CH3:29][C:9]1[CH:8]=[CH:7][C:6]([C:5]2[N:27]([C:24]3[CH:23]=[CH:22][C:21]([S:17]([NH2:18])(=[O:20])=[O:19])=[CH:26][CH:25]=3)[N:28]=[C:3]([C:2]([F:1])([F:14])[F:15])[CH:4]=2)=[CH:11][CH:10]=1 |f:1.2|. Procedure details: A solution of 1,1,1-trifluoro-4-(methylphenyl)-3-butyn-2-one (3, 10 mmol) in ethanol (100 mL) is refluxed with 4-sulfamylphenyl hydrazine hydrochloride (4, 12 mmol) for 4 h. The reaction mixture is cooled and diluted with water. The precipitated crude 4-[5-(4-methylphenyl)-3-(trifluoromethyl)-1H-pyrazol-1-yl]benzenesulfonamide is filtered and recrystallized. Reactants: CC(=O)[O-], CC(=O)[O-], CC(=O)[O-], CCCCc1c(Cc2ccc(-c3ccccc3C#N)nc2)c(=O)n(C2CCC(O)CC2)c2ccnn12, CCOC(C)=O, Cc1ccccc1, CCOC(=O)C=[N+]=[N-], O, [Rh+3]. The product is CCCCc1c(Cc2ccc(-c3ccccc3C#N)nc2)c(=O)n(C2CCC(OCC(=O)OCC)CC2)c2ccnn12. Reaction SMILES: [C:59]([O-:60])(=[O:61])[CH3:62].[C:64]([O-:65])(=[O:66])[CH3:67].[C:68]([O-:69])(=[O:70])[CH3:71].[CH2:1]([CH2:2][CH2:3][CH3:4])[c:5]1[c:6]([CH2:22][c:23]2[cH:24][cH:25][c:26](-[c:29]3[c:30]([C:31]#[N:32])[cH:33][cH:34][cH:35][cH:36]3)[n:27][cH:28]2)[c:7](=[O:21])[n:8]([CH:14]2[CH2:15][CH2:16][CH:17]([OH:20])[CH2:18][CH2:19]2)[c:9]2[n:10]1[n:11][cH:12][cH:13]2.[CH3:45][CH2:46][O:47][C:48](=[O:49])[CH3:50].[CH3:52][c:53]1[cH:54][cH:55][cH:56][cH:57][cH:58]1.[N+:37](=[N-:38])=[CH:39][C:40](=[O:41])[O:42][CH2:43][CH3:44].[OH2:51].[Rh+3:63]>>[CH2:1]([CH2:2][CH2:3][CH3:4])[c:5]1[c:6]([CH2:22][c:23]2[cH:24][cH:25][c:26](-[c:29]3[c:30]([C:31]#[N:32])[cH:33][cH:34][cH:35][cH:36]3)[n:27][cH:28]2)[c:7](=[O:21])[n:8]([CH:14]2[CH2:15][CH2:16][CH:17]([O:20][CH2:39][C:40](=[O:41])[O:42][CH2:43][CH3:44])[CH2:18][CH2:19]2)[c:9]2[n:10]1[n:11][cH:12][cH:13]2.